Dataset: the Open Reaction Database (ORD), a public repository of structured organic reaction records. Task: describe an organic reaction: reactants, conditions, products, and yield Reactants: C(C1=CC=CC=C1)N[C@@H](C)C(=O)O (N-benzylalanine), C=O (formaldehyde). The solvent is C(=O)O (formic acid). The product is CN([C@@H](C)C(=O)O)CC1=CC=CC=C1 (N-Methyl-N-Benzylalanine). RXN SMILES: [CH2:1]([NH:8][C@H:9]([C:11]([OH:13])=[O:12])[CH3:10])[C:2]1[CH:7]=[CH:6][CH:5]=[CH:4][CH:3]=1.[CH2:14]=O>C(O)=O>[CH3:14][N:8]([CH2:1][C:2]1[CH:7]=[CH:6][CH:5]=[CH:4][CH:3]=1)[C@H:9]([C:11]([OH:13])=[O:12])[CH3:10]. Procedure: The N-benzylalanine (1), (67 g, 0.374 mole) was taken up in formic acid (41 mL, 88%) and formaldehyde (37 mL, 38%) added. The resulting solution was heated on a steam bath for 11/2 hours. After this period the clear solution was cooled and as much of the solvent as possible removed under reduced pressure. Removal of the water was aided by co-evaporation with methanol. To the residual oil was added methanol (200 mL) and the solution diluted with ether yielding the product as a fine white powder, ...